This data is from the Open Reaction Database (ORD), a public repository of structured organic reaction records. The task is: describe an organic reaction: reactants, conditions, products, and yield The reactants are CC1(CN=C2N(C=3C=CC(=CC3C23OCCCO3)S(=O)(=O)N3CCCC3)C1)C (3′,3′-dimethyl-8′-(pyrrolidin-1-ylsulfonyl)-3′,4′-dihydro-2′H-spiro[1,3-dioxane-2,10′-pyrimido[1,2-a]indole]), CS(=O)(=O)O (methane sulfonic acid). Reaction conditions: temperature 60 celsius. Yields the product CC1(CN=C2N(C=3C=CC(=CC3C2=O)S(=O)(=O)N2CCCC2)C1)C (3.3-Dimethyl-8-(pyrrolidin-1-ylsulfonyl)-3,4-dihydropyrimido[1,2-a]indol-10(2H)-one). Yield: 78.3%. As a reaction SMILES: [CH3:1][C:2]1([CH3:28])[CH2:27][N:6]2[C:7]3[CH:8]=[CH:9][C:10]([S:19]([N:22]4[CH2:26][CH2:25][CH2:24][CH2:23]4)(=[O:21])=[O:20])=[CH:11][C:12]=3[C:13]3(OCCC[O:14]3)[C:5]2=[N:4][CH2:3]1.CS(O)(=O)=O>>[CH3:1][C:2]1([CH3:28])[CH2:27][N:6]2[C:7]3[CH:8]=[CH:9][C:10]([S:19]([N:22]4[CH2:26][CH2:25][CH2:24][CH2:23]4)(=[O:20])=[O:21])=[CH:11][C:12]=3[C:13](=[O:14])[C:5]2=[N:4][CH2:3]1. Reported procedure: To 3′,3′-dimethyl-8′-(pyrrolidin-1-ylsulfonyl)-3′,4′-dihydro-2′H-spiro[1,3-dioxane-2,10′-pyrimido[1,2-a]indole] (0.231 g, 0.570 mmol) was added methane sulfonic acid (6 mL) and the mixture was heated at 60° C. for 3 hr. The reaction was cooled to room temperature, poured onto ice, and basified with concentrated NH4O H to pH 11 keeping the reaction temperature below 5° C. The resulting orange solid was filtered, dissolved in CH2Cl2 and EtOAc, dried over Na2SO4, filtered, and concentrated to give ... Reactants: C1CCOC1, CN, CCO, COC(=O)c1ncc(Br)cn1. Yields the product CNC(=O)c1ncc(Br)cn1. Reaction SMILES: [CH2:14]1[O:15][CH2:16][CH2:17][CH2:18]1.[CH3:12][NH2:13].[CH3:19][CH2:20][OH:21].[CH3:1][O:2][C:3](=[O:4])[c:5]1[n:6][cH:7][c:8]([Br:11])[cH:9][n:10]1>>[C:3](=[O:4])([c:5]1[n:6][cH:7][c:8]([Br:11])[cH:9][n:10]1)[NH:13][CH3:12]. Reactants: [I-].C(N)(=O)C[N+]1=CC(=CC=C1)C(=O)C=1N=CN2C1SC(=C2)C=2[C@@H]([C@H]1N(C2C(=O)OCC=C)C([C@@H]1[C@@H](C)O)=O)C (Allyl (1S,5R,6S)-2-[7-(1-carbamoylmethylpyridinium-3-yl)carbonylimidazo[5,1-b]thiazol-2-yl]-6-[(1R)-1-hydroxyethyl]-1-methylcarbapen-2-em-3-carboxylate iodide), CC1(CC(=O)CC(=O)C1)C (dimedone), C([O-])(O)=O.[Na+] (sodium bicarbonate), P(OCC)(OCC)OCC (triethyl phosphite), crude product. The reagents and catalysts are C(C)(=O)[O-].[Pd+2].C(C)(=O)[O-] (palladium acetate). Run in O (water), O1CCCC1 (tetrahydrofuran), O (water). Reaction conditions: time 10 minute. The product is C(N)(=O)C[N+]1=CC(=CC=C1)C(=O)C=1N=CN2C1SC(=C2)C=2[C@@H]([C@H]1N(C2C(=O)[O-])C([C@@H]1[C@@H](C)O)=O)C ((1S,5R,6S)-2-[7-(1-carbamoylmethylpyridinium-3-yl)carbonylimidazo[5,1-b]thiazol-2-yl]-6-[(1R)-1-hydroxyethyl]-1-methylcarbapen-2-em-3-carboxylate). Isolated yield 71.0%. As a reaction SMILES: CC1(C)CC(=O)CC(=O)C1.C(=O)(O)[O-].[Na+].P(OCC)(OCC)OCC.[I-].[C:27]([CH2:30][N+:31]1[CH:36]=[CH:35][CH:34]=[C:33]([C:37]([C:39]2[N:40]=[CH:41][N:42]3[CH:46]=[C:45]([C:47]4[C@H:48]([CH3:64])[C@@H:49]5[C@@H:59]([C@H:60]([OH:62])[CH3:61])[C:58](=[O:63])[N:50]5[C:51]=4[C:52]([O:54]CC=C)=[O:53])[S:44][C:43]=23)=[O:38])[CH:32]=1)(=[O:29])[NH2:28]>O.O1CCCC1.C([O-])(=O)C.[Pd+2].C([O-])(=O)C>[C:27]([CH2:30][N+:31]1[CH:36]=[CH:35][CH:34]=[C:33]([C:37]([C:39]2[N:40]=[CH:41][N:42]3[CH:46]=[C:45]([C:47]4[C@H:48]([CH3:64])[C@@H:49]5[C@@H:59]([C@H:60]([OH:62])[CH3:61])[C:58](=[O:63])[N:50]5[C:51]=4[C:52]([O-:54])=[O:53])[S:44][C:43]=23)=[O:38])[CH:32]=1)(=[O:29])[NH2:28] |f:1.2,4.5,8.9.10|. Procedure: A solution of 0.28 g of dimedone, 0.13 g of sodium bicarbonate, and 0.06 ml of triethyl phosphite in 1 ml of water and 3 ml of tetrahydrofuran was stirred at room temperature for 10 min. The atmosphere was then replaced by argon, 22.4 mg of palladium acetate was added thereto, and the mixture was stirred for 10 min. Allyl (1S,5R,6S)-2-[7-(1-carbamoylmethylpyridinium-3-yl)carbonylimidazo[5,1-b]thiazol-2-yl]-6-[(1R)-1-hydroxyethyl]-1-methylcarbapen-2-em-3-carboxylate iodide (0.66 g) was added ther... The reactants are COC=1C=C(C(=O)N2CC(CC2)(C2=CC(=C(C=C2)F)F)CCN2CCC(CC2)NC2=NC3=C(N2)C=CC=C3)C=C(C1OC)OC (1-(3,4,5-trimethoxybenzoyl)-3-(2-(4-(1H-benzimidazol-2-yl-amino)piperidin-1-yl)ethyl)-3-(3,4-difluorophenyl) pyrrolidine), ClC1=CC=C(S1)CCl (5-chloro-2-(chloromethyl)thiophene). The product is COC=1C=C(C(=O)N2CC(CC2)(C2=CC(=C(C=C2)F)F)CCN2CCC(CC2)NC2=NC3=C(N2CC=2SC(=CC2)Cl)C=CC=C3)C=C(C1OC)OC (1-(3,4,5-trimethoxybenzoyl)-3-(2-(4-(1-(5-chlorothien-2-ylmethyl)-1H-benzimidazol-2-yl-amino)piperidin-1-yl)ethyl)-3-(3,4-difluorophenyl) Pyrrolidine). RXN SMILES: [CH3:1][O:2][C:3]1[CH:4]=[C:5]([CH:39]=[C:40]([O:44][CH3:45])[C:41]=1[O:42][CH3:43])[C:6]([N:8]1[CH2:12][CH2:11][C:10]([CH2:21][CH2:22][N:23]2[CH2:28][CH2:27][CH:26]([NH:29][C:30]3[NH:34][C:33]4[CH:35]=[CH:36][CH:37]=[CH:38][C:32]=4[N:31]=3)[CH2:25][CH2:24]2)([C:13]2[CH:18]=[CH:17][C:16]([F:19])=[C:15]([F:20])[CH:14]=2)[CH2:9]1)=[O:7].[Cl:46][C:47]1[S:51][C:50]([CH2:52]Cl)=[CH:49][CH:48]=1>>[CH3:45][O:44][C:40]1[CH:39]=[C:5]([CH:4]=[C:3]([O:2][CH3:1])[C:41]=1[O:42][CH3:43])[C:6]([N:8]1[CH2:12][CH2:11][C:10]([CH2:21][CH2:22][N:23]2[CH2:28][CH2:27][CH:26]([NH:29][C:30]3[N:31]([CH2:52][C:50]4[S:51][C:47]([Cl:46])=[CH:48][CH:49]=4)[C:32]4[CH:38]=[CH:37][CH:36]=[CH:35][C:33]=4[N:34]=3)[CH2:25][CH2:24]2)([C:13]2[CH:18]=[CH:17][C:16]([F:19])=[C:15]([F:20])[CH:14]=2)[CH2:9]1)=[O:7]. Reported procedure: Prepare by the method of Example 37.2 using 1-(3,4,5-trimethoxybenzoyl)-3-(2-(4-(1H-benzimidazol-2-yl-amino)piperidin-1-yl)ethyl)-3-(3,4-difluorophenyl) pyrrolidine and 5-chloro-2-(chloromethyl)thiophene to give, after purification on silica gel eluting with 1/2 methanol/ethyl acetate, the title compound: mp; 110-120° C. Rf=0.40 (silica gel, 1/2 methanol/ethyl acetate). Reactants: ClC1=NC=CC(=C1)N1C(NCC1)=O (1-(2-chloro-pyridin-4-yl)imidazolidin-2-one), BrC=1C=NC=CC1C1CCCC1 (3-bromo-4-cyclopentyl-pyridine), CN[C@H]1[C@@H](CCCC1)NC (trans-N,N′-dimethylcyclohexane-1,2-diamine), P(=O)([O-])([O-])[O-].[K+].[K+].[K+] (potassium phosphate). The reagents and catalysts are [Cu](I)I (copper iodide). The solvent is O1CCOCC1 (1,4-dioxane). Yields the product ClC1=NC=CC(=C1)N1C(N(CC1)C=1C=NC=CC1C1CCCC1)=O (1-(2-chloropyridin-4-yl)-3-(4-cyclopentyl-pyridin-3-yl)-imidazolidin-2-one). Isolated yield 1.9%. RXN SMILES: [Cl:1][C:2]1[CH:7]=[C:6]([N:8]2[CH2:12][CH2:11][NH:10][C:9]2=[O:13])[CH:5]=[CH:4][N:3]=1.Br[C:15]1[CH:16]=[N:17][CH:18]=[CH:19][C:20]=1[CH:21]1[CH2:25][CH2:24][CH2:23][CH2:22]1.CN[C@@H]1CCCC[C@H]1NC.P([O-])([O-])([O-])=O.[K+].[K+].[K+]>[Cu](I)I.O1CCOCC1>[Cl:1][C:2]1[CH:7]=[C:6]([N:8]2[CH2:12][CH2:11][N:10]([C:15]3[CH:16]=[N:17][CH:18]=[CH:19][C:20]=3[CH:21]3[CH2:25][CH2:24][CH2:23][CH2:22]3)[C:9]2=[O:13])[CH:5]=[CH:4][N:3]=1 |f:3.4.5.6|. Procedure: Using analogous reagents and reaction conditions as described in Example 1 above, 1-(2-chloro-pyridin-4-yl)imidazolidin-2-one (I-33b: 75 mg, 0.38 mmol) was reacted with and 3-bromo-4-cyclopentyl-pyridine (I-34c: 95 mg, 0.418 mmol) copper iodide (7.22 mg, 0.38 mmol), trans-N,N′-dimethylcyclohexane-1,2-diamine (16.21 mg, 0.114 mmol), potassium phosphate (241.9 mg, 1.15 mmol) and 1,4-dioxane (5 mL) to yield the crude product. Purified by preparative HPLC afforded 2.50 mg of the product (2% yield). Starting materials: CNC1=C2C(=NC=C1)C=C(S2)C=2N=CN(C2)C (N-Methyl-2-(1-methyl-1H-imidazol-4-yl)thieno[3,2-b]pyridin-7-amine), FC=1C=C(C=CC1F)[N+](=O)[O-] (3,4-difluoronitrobenzene), C([O-])([O-])=O.[Cs+].[Cs+] (cesium carbonate). Solvent: CN(C)C=O (DMF), O (water). Conditions: temperature 85 celsius. Yields the product FC1=C(C=CC(=C1)[N+](=O)[O-])N(C1=C2C(=NC=C1)C=C(S2)C=2N=CN(C2)C)C (N-(2-Fluoro-4-nitrophenyl)-N-methyl-2-(1-methyl-1H-imidazol-4-yl)thieno[3,2-b]pyridin-7-amine). Yield: 18.8%. RXN SMILES: [CH3:1][NH:2][C:3]1[CH:8]=[CH:7][N:6]=[C:5]2[CH:9]=[C:10]([C:12]3[N:13]=[CH:14][N:15]([CH3:17])[CH:16]=3)[S:11][C:4]=12.[F:18][C:19]1[CH:20]=[C:21]([N+:26]([O-:28])=[O:27])[CH:22]=[CH:23][C:24]=1F.C(=O)([O-])[O-].[Cs+].[Cs+]>CN(C=O)C.O>[F:18][C:19]1[CH:20]=[C:21]([N+:26]([O-:28])=[O:27])[CH:22]=[CH:23][C:24]=1[N:2]([CH3:1])[C:3]1[CH:8]=[CH:7][N:6]=[C:5]2[CH:9]=[C:10]([C:12]3[N:13]=[CH:14][N:15]([CH3:17])[CH:16]=3)[S:11][C:4]=12 |f:2.3.4|. Procedure details: A stirred suspension of 421 (500 mg, 2 mmol), 3,4-difluoronitrobenzene (795 mg, 5 mmol) and cesium carbonate (1.63 g, 5 mmol) in anhydrous DMF (50 ml) was heated at 85° C. under nitrogen for 7 hrs. It was then cooled down to room temperature poured in water, and extracted with dichloromethane. The combined organic extracts was concentrated and purified twice by flash column chromatography (eluents 2% of NH4OH in methanol/CH2Cl2: 5/95 to 10/90) to afford title compound 422 (144 mg, 19% yield) as ... The reactants are C(C)OC(=O)C=1N=CN2C1C(NC1=CC=CC=C21)=O (4-Oxo-4,5-dihydroimidazo[1,5-a]quinoxaline 3-carboxylic acid ethyl ester), Cl (hydrochloric acid). Run in [OH-].[Na+] (sodium hydroxide). Yields the product O=C1C=2N(C3=CC=CC=C3N1)C=NC2C(=O)O (4-Oxo-4,5-dihydroimidazo[1,5-a]quinoxaline 3-carboxylic acid). Yield: 96.2%. As a reaction SMILES: C([O:3][C:4]([C:6]1[N:7]=[CH:8][N:9]2[C:18]3[C:13](=[CH:14][CH:15]=[CH:16][CH:17]=3)[NH:12][C:11](=[O:19])[C:10]=12)=[O:5])C.Cl>[OH-].[Na+]>[O:19]=[C:11]1[NH:12][C:13]2[C:18](=[CH:17][CH:16]=[CH:15][CH:14]=2)[N:9]2[CH:8]=[N:7][C:6]([C:4]([OH:5])=[O:3])=[C:10]12 |f:2.3|. Procedure details: 4-Oxo-4,5-dihydroimidazo[1,5-a]quinoxaline 3-carboxylic acid ethyl ester (3.5 g) was dissolved in 100 ml of 0.5 N sodium hydroxide solution. The solution was heated on steam bath for one hour, cooled to room temperature, then acidified by concentrated hydrochloric acid (5 ml). The product precipitated out as a white solid (3.0 g, 95% yield), m.p. >300° C.